The task is: describe an organic reaction: reactants, conditions, products, and yield. This data is from the Open Reaction Database (ORD), a public repository of structured organic reaction records. The reactants are COc1cc2c(N=C(NCC(=O)OC(C)(C)C)Nc3c(C)cccc3C)ncnc2cc1OCC1CCN(C)CC1, ClCCl, O=C(O)C(F)(F)F. The product is COc1cc2c(N=C(NCC(=O)O)Nc3c(C)cccc3C)ncnc2cc1OCC1CCN(C)CC1. Reaction SMILES: [C:1]([CH3:2])([CH3:3])([CH3:4])[O:5][C:6](=[O:7])[CH2:8][NH:9][C:10](=[N:11][c:12]1[n:13][cH:14][n:15][c:16]2[cH:17][c:18]([O:24][CH2:25][CH:26]3[CH2:27][CH2:28][N:29]([CH3:32])[CH2:30][CH2:31]3)[c:19]([O:22][CH3:23])[cH:20][c:21]12)[NH:33][c:34]1[c:35]([CH3:41])[cH:36][cH:37][cH:38][c:39]1[CH3:40].[CH2:49]([Cl:50])[Cl:51].[OH:42][C:43]([C:44]([F:45])([F:46])[F:47])=[O:48]>>[O:5]=[C:6]([OH:7])[CH2:8][NH:9][C:10](=[N:11][c:12]1[n:13][cH:14][n:15][c:16]2[cH:17][c:18]([O:24][CH2:25][CH:26]3[CH2:27][CH2:28][N:29]([CH3:32])[CH2:30][CH2:31]3)[c:19]([O:22][CH3:23])[cH:20][c:21]12)[NH:33][c:34]1[c:35]([CH3:41])[cH:36][cH:37][cH:38][c:39]1[CH3:40]. The reactants are C(=O)(OCC1=CC=CC=C1)N[C@@](CC1=CC(=C(C=C1)O)O)(C(=O)O)C ((S)-N-carbobenzyloxy-3-(3,4-dihydroxyphenyl)-2-methylalanine), C(=O)OC(C)=O (acetic formic anhydride), O1CCCC1 (tetrahydrofuran). Yields the product C(=O)(OCC1=CC=CC=C1)N[C@@](CC1=CC(=C(C=C1)OC=O)OC=O)(C(=O)O)C ((S)-N-Carbobenzyloxy-3-(3,4-diformyloxyphenyl)-2-methylalanine). The yield is 100.0%. Reaction SMILES: [C:1]([NH:11][C@:12]([CH3:25])([C:22]([OH:24])=[O:23])[CH2:13][C:14]1[CH:19]=[CH:18][C:17]([OH:20])=[C:16]([OH:21])[CH:15]=1)([O:3][CH2:4][C:5]1[CH:10]=[CH:9][CH:8]=[CH:7][CH:6]=1)=[O:2].[CH:26](OC(=O)C)=[O:27].[O:32]1CCC[CH2:33]1>>[C:1]([NH:11][C@:12]([CH3:25])([C:22]([OH:24])=[O:23])[CH2:13][C:14]1[CH:19]=[CH:18][C:17]([O:20][CH:26]=[O:27])=[C:16]([O:21][CH:33]=[O:32])[CH:15]=1)([O:3][CH2:4][C:5]1[CH:10]=[CH:9][CH:8]=[CH:7][CH:6]=1)=[O:2]. Procedure: A solution of (S)-N-carbobenzyloxy-3-(3,4-dihydroxyphenyl)-2-methylalanine (0.35 g, 1 mmol) and acetic formic anhydride (0.36 g, 4 mmol) in anhydrous tetrahydrofuran (5 ml) is stirred 24 hours at 20°-25° under dry N2. The solvent is evaporated in vacuo and the residue is dried further at 0.1mm/25° for 2 hours. The product (A) (0.4g, 100%) is obtained as an oil. Reactants: CC(C)OC(=O)N1CCC(Oc2ncnc3c2CCN3c2ccc(Br)c(F)c2)CC1, CN1CCCC1=O, N#C[Cu]. Product: CC(C)OC(=O)N1CCC(Oc2ncnc3c2CCN3c2ccc(C#N)c(F)c2)CC1. As a reaction SMILES: [Br:1][c:2]1[c:3]([F:30])[cH:4][c:5]([N:8]2[CH2:9][CH2:10][c:11]3[c:12]2[n:13][cH:14][n:15][c:16]3[O:17][CH:18]2[CH2:19][CH2:20][N:21]([C:24](=[O:25])[O:26][CH:27]([CH3:28])[CH3:29])[CH2:22][CH2:23]2)[cH:6][cH:7]1.[CH3:34][N:35]1[CH2:36][CH2:37][CH2:38][C:39]1=[O:40].[Cu:31][C:32]#[N:33]>>[c:2]1([C:32]#[N:33])[c:3]([F:30])[cH:4][c:5]([N:8]2[CH2:9][CH2:10][c:11]3[c:12]2[n:13][cH:14][n:15][c:16]3[O:17][CH:18]2[CH2:19][CH2:20][N:21]([C:24](=[O:25])[O:26][CH:27]([CH3:28])[CH3:29])[CH2:22][CH2:23]2)[cH:6][cH:7]1. Starting materials: NC=1C(N(C(N(C1N)CC)=O)CC)=O (5,6-diamino-1,3-diethyluracil), BrC1=CC=C(C=CC(=O)O)C=C1 (4-bromocinnamic acid). The product is BrC1=CC=C(/C=C/C2=NC=3N(C(N(C(C3N2)=O)CC)=O)CC)C=C1 ((E)-8-(4-Bromostyryl)-1,3-diethylxanthine). The yield is 21.5%. As a reaction SMILES: [NH2:1][C:2]1[C:3](=[O:14])[N:4]([CH2:12][CH3:13])[C:5](=[O:11])[N:6]([CH2:9][CH3:10])[C:7]=1[NH2:8].[Br:15][C:16]1[CH:26]=[CH:25][C:19]([CH:20]=[CH:21][C:22](O)=O)=[CH:18][CH:17]=1>>[Br:15][C:16]1[CH:26]=[CH:25][C:19](/[CH:20]=[CH:21]/[C:22]2[NH:1][C:2]3[C:3](=[O:14])[N:4]([CH2:12][CH3:13])[C:5](=[O:11])[N:6]([CH2:9][CH3:10])[C:7]=3[N:8]=2)=[CH:18][CH:17]=1. Reported procedure: Substantially the same procedure as in Example 7 was repeated using 2.20 g (11.1 mmol) of 5,6-diamino-1,3-diethyluracil and 2.78 g (12.2 mmol) of 4-bromocinnamic acid. Then, the resultant crude crystals were recrystallized from tetrahydrofuran/water to give 930 mg (yield 22%) of Compound 140 as yellow columns. The reactants are IC1=CC2=C(SC3=C(C(C2)O)C=CC=C3)C=C1 (10,11-dihydro-2-iodo-dibenzo[b,f]thiepin-10-ol), S(=O)(Cl)Cl (thionyl chloride), O (water). Run in C1=CC=CC=C1 (benzene), C(Cl)(Cl)Cl (chloroform), N1=CC=CC=C1 (pyridine). Conditions: time 30 minute. The product is ClC1CC2=C(SC3=C1C=CC=C3)C=CC(=C2)I (10-chloro- 10,11-dihydro-2-iodo-dibenzo[b,f]thiepin). RXN SMILES: [I:1][C:2]1[CH:17]=[CH:16][C:5]2[S:6][C:7]3[CH:15]=[CH:14][CH:13]=[CH:12][C:8]=3[CH:9](O)[CH2:10][C:4]=2[CH:3]=1.S(Cl)([Cl:20])=O.O>C1C=CC=CC=1.C(Cl)(Cl)Cl.N1C=CC=CC=1>[Cl:20][CH:9]1[C:8]2[CH:12]=[CH:13][CH:14]=[CH:15][C:7]=2[S:6][C:5]2[CH:16]=[CH:17][C:2]([I:1])=[CH:3][C:4]=2[CH2:10]1. Procedure details: A solution of 10.3 g of 10,11-dihydro-2-iodo-dibenzo[b,f]thiepin-10-ol in 64 ml of benzene, 45 ml of chloroform and 6.3 ml of pyridine is treated dropwise at -5° C with 5.7 ml of thionyl chloride. The mixture is stirred for 90 minutes at room temperature and for 30 minutes at 35°-40° C and is subsequently treated with water. The organic phase is washed successively with aqueous sodium bicarbonate solution and water, dried over magnesium sulphate, filtered and concentrated. There is obtained 10-c... The reactants are COc1ccccc1NS(=O)(=O)c1ccc(C)cc1, O=C(c1ccc(F)cc1)C1CCN(CCCl)CC1, [H-], [I-], [Na+], [Na+], CN(C)C=O. Product: COc1ccccc1N(CCN1CCC(C(=O)c2ccc(F)cc2)CC1)S(=O)(=O)c1ccc(C)cc1. Reaction SMILES: [CH3:1][O:2][c:3]1[c:4]([NH:9][S:10](=[O:11])(=[O:12])[c:13]2[cH:14][cH:15][c:16]([CH3:19])[cH:17][cH:18]2)[cH:5][cH:6][cH:7][cH:8]1.[Cl:24][CH2:25][CH2:26][N:27]1[CH2:28][CH2:29][CH:30]([C:33]([c:34]2[cH:35][cH:36][c:37]([F:40])[cH:38][cH:39]2)=[O:41])[CH2:31][CH2:32]1.[H-:22].[I-:21].[Na+:20].[Na+:23].[O:42]=[CH:43][N:44]([CH3:45])[CH3:46]>>[CH3:1][O:2][c:3]1[c:4]([N:9]([S:10](=[O:11])(=[O:12])[c:13]2[cH:14][cH:15][c:16]([CH3:19])[cH:17][cH:18]2)[CH2:25][CH2:26][N:27]2[CH2:28][CH2:29][CH:30]([C:33]([c:34]3[cH:35][cH:36][c:37]([F:40])[cH:38][cH:39]3)=[O:41])[CH2:31][CH2:32]2)[cH:5][cH:6][cH:7][cH:8]1. Starting materials: C(CC(=O)C)(=O)OCC (ethyl acetoacetate), C(C)(=O)O (acetic acid), N(=O)[O-].[Na+] (sodium nitrite). Solvent: O (water). Reaction conditions: time 2 hour. The product is N(O)=C(C(=O)OCC)C(=O)C (ethyl 2-oximinoacetoacetate). The yield is 95.0%. RXN SMILES: [C:1]([O:7][CH2:8][CH3:9])(=[O:6])[CH2:2][C:3]([CH3:5])=[O:4].C(O)(=O)C.[N:14]([O-])=[O:15].[Na+]>O>[N:14](=[C:2]([C:3]([CH3:5])=[O:4])[C:1]([O:7][CH2:8][CH3:9])=[O:6])[OH:15] |f:2.3|. Reported procedure: A suitable reaction vessel was charged with 0.385 mol of ethyl acetoacetate and 0.87 mol of acetic acid and cooled in an ice bath. A solution of 0.435 mol of sodium nitrite in 50 ml of water was added dropwise to the reaction mixture over a period of about 30 minutes, and the resultant reaction mixture was stirred until its color went from clear to light orange. The ice bath was then removed and stirring continued for an additional two hours, another 140 ml of water being added 30 minutes into t... Reactants: COC(=O)c1cc(OCc2ccc(OCc3nc(-c4ccccc4)oc3C)c(OC)c2)nn1-c1ccccc1, CCO, Cl, [Na+], C1CCOC1, [OH-]. Product: COc1cc(COc2cc(C(=O)O)n(-c3ccccc3)n2)ccc1OCc1nc(-c2ccccc2)oc1C. As a reaction SMILES: [CH3:1][O:2][c:3]1[cH:4][c:5]([CH2:6][O:7][c:8]2[n:9][n:10](-[c:17]3[cH:18][cH:19][cH:20][cH:21][cH:22]3)[c:11]([C:13](=[O:14])[O:15][CH3:16])[cH:12]2)[cH:23][cH:24][c:25]1[O:26][CH2:27][c:28]1[n:29][c:30](-[c:34]2[cH:35][cH:36][cH:37][cH:38][cH:39]2)[o:31][c:32]1[CH3:33].[CH3:48][CH2:49][OH:50].[ClH:47].[Na+:41].[O:42]1[CH2:43][CH2:44][CH2:45][CH2:46]1.[OH-:40]>>[CH3:1][O:2][c:3]1[cH:4][c:5]([CH2:6][O:7][c:8]2[n:9][n:10](-[c:17]3[cH:18][cH:19][cH:20][cH:21][cH:22]3)[c:11]([C:13](=[O:14])[OH:15])[cH:12]2)[cH:23][cH:24][c:25]1[O:26][CH2:27][c:28]1[n:29][c:30](-[c:34]2[cH:35][cH:36][cH:37][cH:38][cH:39]2)[o:31][c:32]1[CH3:33]. Starting materials: ClCC(C)=O (chloroacetone), [I-].[Na+] (sodium iodide), C1(CCCCC1)C1=CC=C(C=C1)O (4-(cyclohexyl)phenol), C([O-])([O-])=O.[K+].[K+] (potassium carbonate). Run in CC(=O)C (acetone), CC(=O)C (acetone). Run at time 1 hour. Yields the product C1(CCCCC1)C1=CC=C(OCC(C)=O)C=C1 (1-[4-(cyclohexyl)phenoxy]-2-propanone). As a reaction SMILES: Cl[CH2:2][C:3](=[O:5])[CH3:4].[I-].[Na+].[CH:8]1([C:14]2[CH:19]=[CH:18][C:17]([OH:20])=[CH:16][CH:15]=2)[CH2:13][CH2:12][CH2:11][CH2:10][CH2:9]1.C(=O)([O-])[O-].[K+].[K+]>CC(C)=O>[CH:8]1([C:14]2[CH:15]=[CH:16][C:17]([O:20][CH2:2][C:3](=[O:5])[CH3:4])=[CH:18][CH:19]=2)[CH2:9][CH2:10][CH2:11][CH2:12][CH2:13]1 |f:1.2,4.5.6|. Procedure details: Freshly distilled chloroacetone (31 ml) was added to a solution of sodium iodide (1.0 g) in dry acetone (50 ml). The mixture was allowed to stand for 1 hour at room temperature and then added over 1 hour to a stirred, refluxing mixture of 4-(cyclohexyl)phenol (52.8 g) and anhydrous potassium carbonate (52 g) in dry acetone (100 ml). The stirred mixture was heated under reflux for a further 5 hours, filtered and evaporated to a brown oil which crystallised from ether-petroleum spirit (40°-60° C.)...